Dataset: the Open Reaction Database (ORD), a public repository of structured organic reaction records. Task: describe an organic reaction: reactants, conditions, products, and yield Reactants: COC(=O)c1ccc(Br)cc1OC, C1COCCO1, CO, OB(O)c1ccc(Cl)cc1, [K+], [K+], [K+], O=P([O-])([O-])[O-]. The product is COC(=O)c1ccc(-c2ccc(Cl)cc2)cc1OC. As a reaction SMILES: [Br:1][c:2]1[cH:3][c:4]([O:12][CH3:13])[c:5]([C:6](=[O:7])[O:8][CH3:9])[cH:10][cH:11]1.[CH2:32]1[O:33][CH2:34][CH2:35][O:36][CH2:37]1.[CH3:38][OH:39].[Cl:14][c:15]1[cH:16][cH:17][c:18]([B:21]([OH:22])[OH:23])[cH:19][cH:20]1.[K+:29].[K+:30].[K+:31].[P:24]([O-:25])([O-:26])([O-:27])=[O:28]>>[c:2]1(-[c:18]2[cH:17][cH:16][c:15]([Cl:14])[cH:20][cH:19]2)[cH:3][c:4]([O:12][CH3:13])[c:5]([C:6](=[O:7])[O:8][CH3:9])[cH:10][cH:11]1.